This data is from the Open Reaction Database (ORD), a public repository of structured organic reaction records. The task is: describe an organic reaction: reactants, conditions, products, and yield Reactants: C[Si](N[Si](C)(C)C)(C)C (hexamethyldisilazane), [Li]CCCC (BuLi), C(C)(C)(C)OC(=O)N[C@@H](CC(=O)OC)C(=O)OC (dimethyl N-(tert-butoxycarbonyl)-L-aspartate), CI (MeI). Product: C(C)(C)(C)OC(=O)N[C@@H](C(C(=O)OC)C)C(=O)OC (Dimethyl N-(tert-butoxycarbonyl)-3-methyl-L-aspartate). Solvent: C1CCOC1 (THF), C1CCOC1 (THF). Conditions: temperature -78 celsius, time 15 minute. Procedure details: To a solution of hexamethyldisilazane (88 mL, 0.421 mol), in THF (500 mL) at −30° C. was added BuLi (2.5M in hexanes, 169 mL, 0.423 mol) and the mixture stirred at this temperature for 15 minutes before cooling to −78° C. A solution of dimethyl N-(tert-butoxycarbonyl)-L-aspartate (Preparation 70, 50 g, 0.19 mol) in THF (200 mL) was added slowly over 15 minutes and the reaction stirred at −78° C. for 2 hours. MeI (14.3 mL, 0.23 mol) was added over 30 minutes and the reaction continued stirring at... Reaction SMILES: C[Si](C)(C)N[Si](C)(C)C.[Li][CH2:11]CCC.[C:15]([O:19][C:20]([NH:22][C@H:23]([C:29]([O:31][CH3:32])=[O:30])[CH2:24][C:25]([O:27][CH3:28])=[O:26])=[O:21])([CH3:18])([CH3:17])[CH3:16].CI>C1COCC1>[C:15]([O:19][C:20]([NH:22][C@H:23]([C:29]([O:31][CH3:32])=[O:30])[CH:24]([CH3:11])[C:25]([O:27][CH3:28])=[O:26])=[O:21])([CH3:17])([CH3:18])[CH3:16].